Dataset: the Open Reaction Database (ORD), a public repository of structured organic reaction records. Task: describe an organic reaction: reactants, conditions, products, and yield The reactants are CN1c2cc(F)ccc2-c2ccc3cc(OCc4ccccc4)ccc3c2C1c1ccc(OCCN2CCCCC2)cc1, CO, CCO, O=C[O-], [NH4+]. Yields the product CN1c2cc(F)ccc2-c2ccc3cc(O)ccc3c2C1c1ccc(OCCN2CCCCC2)cc1. RXN SMILES: [CH2:1]([c:2]1[cH:3][cH:4][cH:5][cH:6][cH:7]1)[O:8][c:9]1[cH:10][c:11]2[c:12]([c:13]3[c:22]([cH:23][cH:24]2)-[c:21]2[c:16]([cH:17][c:18]([F:25])[cH:19][cH:20]2)[N:15]([CH3:26])[CH:14]3[c:27]2[cH:28][cH:29][c:30]([O:33][CH2:34][CH2:35][N:36]3[CH2:37][CH2:38][CH2:39][CH2:40][CH2:41]3)[cH:31][cH:32]2)[cH:42][cH:43]1.[CH3:48][OH:49].[CH3:50][CH2:51][OH:52].[CH:44]([O-:45])=[O:46].[NH4+:47]>>[OH:8][c:9]1[cH:10][c:11]2[c:12]([c:13]3[c:22]([cH:23][cH:24]2)-[c:21]2[c:16]([cH:17][c:18]([F:25])[cH:19][cH:20]2)[N:15]([CH3:26])[CH:14]3[c:27]2[cH:28][cH:29][c:30]([O:33][CH2:34][CH2:35][N:36]3[CH2:37][CH2:38][CH2:39][CH2:40][CH2:41]3)[cH:31][cH:32]2)[cH:42][cH:43]1. Run in O (Water). The product is S1C(=NCC1)C=1NC2=C(C=CC=C2C1)NS(=O)(=O)C=1SC=CC1 (N-[2-(4,5-Dihydro-1,3-thiazol-2-yl)-1H-indol-7-yl]thiophene-2-sulfonamide). Conditions: temperature 60 celsius, time 8 hour. Procedure: A mixture of N-(2-cyano-1H-indol-7-yl)thiophene-2-sulfonamide (0.54 g), 2-aminoethanethiol (0.14 g) and ethanol (20 mL) was stirred at 60° C. overnight. Water was added to the reaction mixture, and the obtained crystals were filtrated, washed with water and dried. The obtained crystals were subjected to silica gel column chromatography, and eluted with ethyl acetate. The eluate was treated with activated carbon and concentrated to give the title compound (0.19 g, yield 29%) as colorless crystals... As a reaction SMILES: [C:1]([C:3]1[NH:4][C:5]2[C:10]([CH:11]=1)=[CH:9][CH:8]=[CH:7][C:6]=2[NH:12][S:13]([C:16]1[S:17][CH:18]=[CH:19][CH:20]=1)(=[O:15])=[O:14])#[N:2].N[CH2:22][CH2:23][SH:24].C(O)C>O>[S:24]1[CH2:23][CH2:22][N:2]=[C:1]1[C:3]1[NH:4][C:5]2[C:10]([CH:11]=1)=[CH:9][CH:8]=[CH:7][C:6]=2[NH:12][S:13]([C:16]1[S:17][CH:18]=[CH:19][CH:20]=1)(=[O:14])=[O:15]. Reactants: C(#N)C=1NC2=C(C=CC=C2C1)NS(=O)(=O)C=1SC=CC1 (N-(2-cyano-1H-indol-7-yl)thiophene-2-sulfonamide), NCCS (2-aminoethanethiol), C(C)O (ethanol). The yield is 29.4%. The solvent is O1CCOCC1 (dioxane). The product is C(C)(C)OC(=O)C=1N=CC=2NC3=CC=C(C=C3C2C1CC)NC(C)=S (4-ethyl-6-thioacetylamino-β-carboline-3-carboxylic acid isopropyl ester). Reaction SMILES: [CH:1]([O:4][C:5]([C:7]1[N:8]=[CH:9][C:10]2[NH:11][C:12]3[C:17]([C:18]=2[C:19]=1[CH2:20][CH3:21])=[CH:16][C:15]([NH:22][C:23](=O)[CH3:24])=[CH:14][CH:13]=3)=[O:6])([CH3:3])[CH3:2].COC1C=CC(P2(SP(C3C=CC(OC)=CC=3)(=S)S2)=[S:35])=CC=1.C(OCC)(=O)C>O1CCOCC1>[CH:1]([O:4][C:5]([C:7]1[N:8]=[CH:9][C:10]2[NH:11][C:12]3[C:17]([C:18]=2[C:19]=1[CH2:20][CH3:21])=[CH:16][C:15]([NH:22][C:23](=[S:35])[CH3:24])=[CH:14][CH:13]=3)=[O:6])([CH3:3])[CH3:2]. Isolated yield 53.7%. Reactants: C(C)(C)OC(=O)C=1N=CC=2NC3=CC=C(C=C3C2C1CC)NC(C)=O (6-acetylamino-4-ethyl-β-carboline-3-carboxylic acid isopropyl ester), COC=1C=CC(=CC1)P2(=S)SP(=S)(S2)C=3C=CC(=CC3)OC (Lawesson's reagent), C(C)(=O)OCC (ethyl acetate). Reported procedure: 2741 mg of 6-acetylamino-4-ethyl-β-carboline-3-carboxylic acid isopropyl ester is heated to 70° C. in 110 ml of dioxane with 3915 mg of Lawesson's reagent while being stirred. After cooling, it is mixed with 100 ml of ethyl acetate and washed with saturated sodium chloride solution. The organic phases are dried and concentrated by evaporation in a vacuum. The residue is chromatographed on silica gel with toluene+methanol=8+2. 1541 mg of 4-ethyl-6-thioacetylamino-β-carboline-3-carboxylic acid iso... Reactants: CC(=O)Nc1cccc(Nc2cc(CCc3ccccc3)ccc2C(=O)OC(C)(C)C)c1, O=C(O)C(F)(F)F. Yields the product CC(=O)Nc1cccc(Nc2cc(CCc3ccccc3)ccc2C(=O)O)c1. As a reaction SMILES: [C:8]([CH3:9])(=[O:10])[NH:11][c:12]1[cH:13][c:14]([NH:18][c:19]2[c:20]([C:21](=[O:22])[O:23][C:24]([CH3:25])([CH3:26])[CH3:27])[cH:28][cH:29][c:30]([CH2:32][CH2:33][c:34]3[cH:35][cH:36][cH:37][cH:38][cH:39]3)[cH:31]2)[cH:15][cH:16][cH:17]1.[OH:1][C:2]([C:3]([F:4])([F:5])[F:6])=[O:7]>>[C:8]([CH3:9])(=[O:10])[NH:11][c:12]1[cH:13][c:14]([NH:18][c:19]2[c:20]([C:21](=[O:22])[OH:23])[cH:28][cH:29][c:30]([CH2:32][CH2:33][c:34]3[cH:35][cH:36][cH:37][cH:38][cH:39]3)[cH:31]2)[cH:15][cH:16][cH:17]1.